Dataset: the Open Reaction Database (ORD), a public repository of structured organic reaction records. Task: describe an organic reaction: reactants, conditions, products, and yield Starting materials: COC1=CC=C2NC=C(CCN(C)C)C2=C1 (5-methoxy-N,N-dimethyltryptamine). Reagents/catalysts: [Pd] (palladium on carbon). Run in Cl (HCl). Yields the product CN(C)CCC1CNC2=CC=C(C=C12)OC (N,N-Dimethyl 2-(5-methoxy-2,3-dihydro-1H-indol-3-yl)ethylamine). Isolated yield 45.4%. As a reaction SMILES: [CH3:1][O:2][C:3]1[CH:16]=[C:15]2[C:6]([NH:7][CH:8]=[C:9]2[CH2:10][CH2:11][N:12]([CH3:14])[CH3:13])=[CH:5][CH:4]=1>[Pd].Cl>[CH3:13][N:12]([CH2:11][CH2:10][CH:9]1[C:15]2[C:6](=[CH:5][CH:4]=[C:3]([O:2][CH3:1])[CH:16]=2)[NH:7][CH2:8]1)[CH3:14]. Procedure details: A mixture of 5-methoxy-N,N-dimethyltryptamine (0.200 g, 0.939 mmol) and palladium on carbon (10%, 200 mg) in 50 M aqueous HCl (50 ml) was hydrogenated at 50 psi overnight. The catalyst was removed by filtration, and the filtrate was extracted with dichloromethane (3×25 ml). The combined organic extracts were evaporated in vacuo and the residue was purified by flash chromatography (silica gel, CH2Cl2—MeOH—NH3(aq); 92:8:0.8) to give 94 mg (47%) of the title compound; δH (250 MHz, CDCl3) 1.71 (1H, ... Starting materials: CO, Cc1c(-c2ccccc2)n(-c2cccc(S(C)=O)c2)c(-c2ccccc2)cc1=O, O. Yields the product Cc1c(-c2ccccc2)n(-c2cccc(S(C)(=O)=O)c2)c(-c2ccccc2)cc1=O. Reaction SMILES: [CH3:1][OH:2].[CH3:3][S:4](=[O:5])[c:6]1[cH:7][c:8](-[n:12]2[c:13](-[c:26]3[cH:27][cH:28][cH:29][cH:30][cH:31]3)[c:14]([CH3:25])[c:15](=[O:24])[cH:16][c:17]2-[c:18]2[cH:19][cH:20][cH:21][cH:22][cH:23]2)[cH:9][cH:10][cH:11]1.[OH2:32]>>[O:2]=[S:4]([CH3:3])(=[O:5])[c:6]1[cH:7][c:8](-[n:12]2[c:13](-[c:26]3[cH:27][cH:28][cH:29][cH:30][cH:31]3)[c:14]([CH3:25])[c:15](=[O:24])[cH:16][c:17]2-[c:18]2[cH:19][cH:20][cH:21][cH:22][cH:23]2)[cH:9][cH:10][cH:11]1. The reactants are COCCN (2-methoxy-ethylamine), C(C)OC(=O)C=1C(C2=C(N=C(N=C2)S(=O)(=O)C)N(C1)C1CCCCC1)=O (8-cyclohexyl-2-methanesulfonyl-5-oxo-5,8-dihydro-pyrido[2,3-d]pyrimidine-6-carboxylic acid ethyl ester). Yields the product C(C)OC(=O)C=1C(C2=C(N=C(N=C2)NCCOC)N(C1)C1CCCCC1)=O (8-Cyclohexyl-5-oxo-2-(2-methoxy-ethylamino)-5,8-dihydro-pyrido[2,3-d]pyrimidine-6-carboxylic acid ethyl ester), solid. The yield is 80.0%. As a reaction SMILES: [CH3:1][O:2][CH2:3][CH2:4][NH2:5].[CH2:6]([O:8][C:9]([C:11]1[C:12](=[O:31])[C:13]2[CH:18]=[N:17][C:16](S(C)(=O)=O)=[N:15][C:14]=2[N:23]([CH:25]2[CH2:30][CH2:29][CH2:28][CH2:27][CH2:26]2)[CH:24]=1)=[O:10])[CH3:7]>>[CH2:6]([O:8][C:9]([C:11]1[C:12](=[O:31])[C:13]2[CH:18]=[N:17][C:16]([NH:5][CH2:4][CH2:3][O:2][CH3:1])=[N:15][C:14]=2[N:23]([CH:25]2[CH2:30][CH2:29][CH2:28][CH2:27][CH2:26]2)[CH:24]=1)=[O:10])[CH3:7]. Reported procedure: Using the procedure outlined in Example 28 Step F, the title compound was prepared from 2-methoxy-ethylamine and 8-cyclohexyl-2-methanesulfonyl-5-oxo-5,8-dihydro-pyrido[2,3-d]pyrimidine-6-carboxylic acid ethyl ester (27 mg, 0.07 mmol). 8-Cyclohexyl-5-oxo-2-(2-methoxy-ethylamino)-5,8-dihydro-pyrido[2,3-d]pyrimidine-6-carboxylic acid ethyl ester was obtained as a white solid (20 mg, 80%). Mass Spectrum (LCMS, ESI pos.) Calcd. For C19H26N4O4: 375.2 (M+H). Found: 375.2. Starting materials: CN1CCNCC1 (1-methylpiperazine), ClC1=NC=C(C(=C1)Cl)[N+](=O)[O-] (2,4-dichloro-5-nitro-pyridine), CCN(C(C)C)C(C)C (DIPEA). The solvent is C1CCOC1 (THF), C1CCOC1 (THF). Conditions: time 1 hour. The product is ClC1=NC=C(C(=C1)N1CCN(CC1)C)[N+](=O)[O-] (1-(2-chloro-5-nitropyridin-4-yl)-4-methylpiperazine). The yield is 95.9%. As a reaction SMILES: [CH3:1][N:2]1[CH2:7][CH2:6][NH:5][CH2:4][CH2:3]1.[Cl:8][C:9]1[CH:14]=[C:13](Cl)[C:12]([N+:16]([O-:18])=[O:17])=[CH:11][N:10]=1.CCN(C(C)C)C(C)C>C1COCC1>[Cl:8][C:9]1[CH:14]=[C:13]([N:5]2[CH2:6][CH2:7][N:2]([CH3:1])[CH2:3][CH2:4]2)[C:12]([N+:16]([O-:18])=[O:17])=[CH:11][N:10]=1. Procedure details: 1-methylpiperazine (298.5 mg, 330.6 μL, 2.980 mmol) in THF (5 mL) was added to a stirred solution of 2,4-dichloro-5-nitro-pyridine (500 mg, 2.591 mmol) and DIPEA (401.8 mg, 541.5 μL, 3.109 mmol) in THF (10 mL) at 0° C. under an atmosphere of nitrogen. The reaction was allowed to stir at ambient temperature for 1 hour then the solvent removed in vacuo. The residue was purified by column chromatography (ISCO Companion, 40 g column, eluting with 0 to 10% MeOH/DCM solutions) to give 1-(2-chloro-5-ni... Reactants: CC(C)(C)c1ccc(COS(C)(=O)=O)cc1[N+](=O)[O-], CC(C)=O, [I-], [Na+]. The product is CC(C)(C)c1ccc(CI)cc1[N+](=O)[O-]. RXN SMILES: [C:3]([CH3:4])([CH3:5])([CH3:6])[c:7]1[c:8]([N+:19](=[O:20])[O-:21])[cH:9][c:10]([CH2:13][O:14][S:15]([CH3:16])(=[O:17])=[O:18])[cH:11][cH:12]1.[CH3:22][C:23](=[O:24])[CH3:25].[I-:2].[Na+:1]>>[I:2][CH2:13][c:10]1[cH:9][c:8]([N+:19](=[O:20])[O-:21])[c:7]([C:3]([CH3:4])([CH3:5])[CH3:6])[cH:12][cH:11]1. Starting materials: FC1=C2C(=C(N=C1)C1=NNC=C1)NC=C2C(C(=O)N2CCN(CC2)C2=NN=NN2C2=CC=CC=C2)=O (1-(4-fluoro-7-(1H-pyrazol-3-yl)-1H-pyrrolo[2,3-c]pyridin-3-yl)-2-(4-(1-phenyl-1H-tetrazol-5-yl)piperazin-1-yl)ethane-1,2-dione), [H-].[Na+] (sodium hydride), CI (Methyl iodide). Run in CN(C)C=O (DMF). Run at time 5 minute. Product: FC1=C2C(=C(N=C1)C1=NN(C=C1)C)NC=C2C(C(=O)N2CCN(CC2)C2=NN=NN2C2=CC=CC=C2)=O (1-(4-fluoro-7-(1-methyl-1H-pyrazol-3-yl)-1H-pyrrolo[2,3-c]pyridin-3-yl)-2-(4-(1-phenyl-1H-tetrazol-5-yl)piperazin-1-yl)ethane-1,2-dione). The yield is 66.6%. As a reaction SMILES: [F:1][C:2]1[CH:7]=[N:6][C:5]([C:8]2[CH:12]=[CH:11][NH:10][N:9]=2)=[C:4]2[NH:13][CH:14]=[C:15]([C:16](=[O:36])[C:17]([N:19]3[CH2:24][CH2:23][N:22]([C:25]4[N:29]([C:30]5[CH:35]=[CH:34][CH:33]=[CH:32][CH:31]=5)[N:28]=[N:27][N:26]=4)[CH2:21][CH2:20]3)=[O:18])[C:3]=12.[H-].[Na+].[CH3:39]I>CN(C=O)C>[F:1][C:2]1[CH:7]=[N:6][C:5]([C:8]2[CH:12]=[CH:11][N:10]([CH3:39])[N:9]=2)=[C:4]2[NH:13][CH:14]=[C:15]([C:16](=[O:36])[C:17]([N:19]3[CH2:24][CH2:23][N:22]([C:25]4[N:29]([C:30]5[CH:31]=[CH:32][CH:33]=[CH:34][CH:35]=5)[N:28]=[N:27][N:26]=4)[CH2:21][CH2:20]3)=[O:18])[C:3]=12 |f:1.2|. Procedure: 1-(4-fluoro-7-(1H-pyrazol-3-yl)-1H-pyrrolo[2,3-c]pyridin-3-yl)-2-(4-(1-phenyl-1H-tetrazol-5-yl)piperazin-1-yl)ethane-1,2-dione (30 mg, 0.06 mmol) in DMF (1 mL) was treated with sodium hydride (60% in oil, 31.2 mg, 0.78 mmol) and stirred at room temperature for 5 min. Methyl iodide (56 uL, 0.9 mmol)was added and the mixture was stirred at rt for 1 h. Reaction was quenched with H2O and concentrated under reduced pressure. The residue was dissolved in DMF and purified using reverse phase prep HPLC ... The reactants are OCCBr, Cc1cc(C)cc(N)c1, CC#N, [K+], [K+], O=C([O-])[O-]. Product: Cc1cc(C)cc(NCCO)c1. Reaction SMILES: [Br:10][CH2:11][CH2:12][OH:13].[CH3:1][c:2]1[cH:3][c:4]([NH2:5])[cH:6][c:7]([CH3:9])[cH:8]1.[CH3:20][C:21]#[N:22].[K+:14].[K+:15].[O-:16][C:17]([O-:18])=[O:19]>>[CH3:1][c:2]1[cH:3][c:4]([NH:5][CH2:11][CH2:12][OH:13])[cH:6][c:7]([CH3:9])[cH:8]1. The reactants are CC(=O)OC(C)=O, COc1cc2c(cc1OC)C1CN(C)CCC1N=C2c1ccc(N)cc1, c1ccncc1. Product: COc1cc2c(cc1OC)C1CN(C)CCC1N=C2c1ccc(NC(C)=O)cc1. As a reaction SMILES: [CH3:27][C:28](=[O:29])[O:30][C:31](=[O:32])[CH3:33].[NH2:1][c:2]1[cH:3][cH:4][c:5]([C:8]2=[N:9][CH:10]3[CH2:11][CH2:12][N:13]([CH3:26])[CH2:14][CH:15]3[c:16]3[c:17]2[cH:18][c:19]([O:24][CH3:25])[c:20]([O:22][CH3:23])[cH:21]3)[cH:6][cH:7]1.[cH:34]1[cH:35][cH:36][n:37][cH:38][cH:39]1>>[NH:1]([c:2]1[cH:3][cH:4][c:5]([C:8]2=[N:9][CH:10]3[CH2:11][CH2:12][N:13]([CH3:26])[CH2:14][CH:15]3[c:16]3[c:17]2[cH:18][c:19]([O:24][CH3:25])[c:20]([O:22][CH3:23])[cH:21]3)[cH:6][cH:7]1)[C:28]([CH3:27])=[O:29]. Reactants: BrC1=CC2=C(N1C(C)C)C(N(C2=O)C2=CN(C(C(=C2)Cl)=O)C)C2=CC=C(C#N)C=C2 (4-[2-bromo-5-(5-chloro-1-methyl-6-oxo-1,6-dihydro-pyridin-3-yl)-1-isopropyl-4-oxo-1,4,5,6-tetrahydro-pyrrolo[3,4-b]pyrrol-6-yl]-benzonitrile), COC1=NC(=NC=C1B1OC(C(O1)(C)C)(C)C)N (4-methoxy-5-(4,4,5,5-tetramethyl-[1,3,2]dioxaborolan-2-yl)-pyrimidin-2-ylamine), COC1=NC=C(C(=N1)OC)B(O)O (2,4-dimethoxypyrimidine-5-boronic acid), BrC1=CC2=C(N1C(C)C)C(N(C2=O)C2=C(C=CC(=C2)Cl)C)C2=CC=C(C=C2)Cl (2-bromo-5-(5-chloro-2-methyl-phenyl)-6-(4-chloro-phenyl)-1-isopropyl-5,6-dihydro-1H-pyrrolo[3,4-b]pyrrol-4-one). Yields the product ClC1=CC(=CN(C1=O)C)N1C(C=2N(C(=CC2C1=O)C=1C(=NC(=NC1)OC)OC)C(C)C)C1=CC=C(C#N)C=C1 (4-[5-(5-Chloro-1-methyl-6-oxo-1,6-dihydro-pyridin-3-yl)-2-(2,4-dimethoxy-pyrimidin-5-yl)-1-isopropyl-4-oxo-1,4,5,6-tetrahydro-pyrrolo[3,4-b]pyrrol-6-yl]-benzonitrile). RXN SMILES: Br[C:2]1[N:6]([CH:7]([CH3:9])[CH3:8])[C:5]2[CH:10]([C:23]3[CH:30]=[CH:29][C:26]([C:27]#[N:28])=[CH:25][CH:24]=3)[N:11]([C:14]3[CH:19]=[C:18]([Cl:20])[C:17](=[O:21])[N:16]([CH3:22])[CH:15]=3)[C:12](=[O:13])[C:4]=2[CH:3]=1.[CH3:31][O:32][C:33]1[N:38]=[C:37]([O:39][CH3:40])[C:36](B(O)O)=[CH:35][N:34]=1.BrC1N(C(C)C)C2C(C3C=CC(Cl)=CC=3)N(C3C=C(Cl)C=CC=3C)C(=O)C=2C=1.COC1C(B2OC(C)(C)C(C)(C)O2)=CN=C(N)N=1>>[Cl:20][C:18]1[C:17](=[O:21])[N:16]([CH3:22])[CH:15]=[C:14]([N:11]2[C:12](=[O:13])[C:4]3[CH:3]=[C:2]([C:36]4[C:37]([O:39][CH3:40])=[N:38][C:33]([O:32][CH3:31])=[N:34][CH:35]=4)[N:6]([CH:7]([CH3:9])[CH3:8])[C:5]=3[CH:10]2[C:23]2[CH:30]=[CH:29][C:26]([C:27]#[N:28])=[CH:25][CH:24]=2)[CH:19]=1. Procedure details: The title compound was prepared in analogy to the procedure described for Example 25 but 4-[2-bromo-5-(5-chloro-1-methyl-6-oxo-1,6-dihydro-pyridin-3-yl)-1-isopropyl-4-oxo-1,4,5,6-tetrahydro-pyrrolo[3,4-b]pyrrol-6-yl]-benzonitrile (Intermediate AS) and 2,4-dimethoxypyrimidine-5-boronic acid were used instead of 2-bromo-5-(5-chloro-2-methyl-phenyl)-6-(4-chloro-phenyl)-1-isopropyl-5,6-dihydro-1H-pyrrolo[3,4-b]pyrrol-4-one and 4-methoxy-5-(4,4,5,5-tetramethyl-[1,3,2]dioxaborolan-2-yl)-pyrimidin-2-yl... The reactants are Twenty, S(O)(O)(=O)=O (sulfuric acid), C(C1=CC(O)=C(O)C(O)=C1)(=O)O (gallic acid), CO (methanol). Conditions: temperature 10 celsius, time 7 hour. The product is C(C1=CC(O)=C(O)C(O)=C1)(=O)OC (Methyl Gallate). The yield is 82.0%. As a reaction SMILES: S(=O)(=O)(O)O.[C:6]([OH:17])(=[O:16])[C:7]1[CH:15]=[C:13]([OH:14])[C:11]([OH:12])=[C:9]([OH:10])[CH:8]=1.[CH3:18]O>>[C:6]([O:17][CH3:18])(=[O:16])[C:7]1[CH:15]=[C:13]([OH:14])[C:11]([OH:12])=[C:9]([OH:10])[CH:8]=1. Procedure: Twenty 20 ml of concentrated sulfuric acid was added dropwise to a solution of 200 g of gallic acid in 600 ml of methanol at room temperature with stirring for 6-8 hours. After approximately 2/3 of the methanol was removed, the residue was cooled to 10° C., poured into 1.2 kg of water and allowed to stand overnight. The white precipitate which formed was filtered and washed with water to give 178 g of product methyl gallate, m.p. 200°-204° C. (yield 82%).